This data is from the Open Reaction Database (ORD), a public repository of structured organic reaction records. The task is: describe an organic reaction: reactants, conditions, products, and yield Reactants: O (water), C(C)C1=C(N=CN1)C=1C=NC=CC1 (5-ethyl-4-(3-pyridyl)imidazole), C(C)(=O)[O-].[K+] (potassium acetate), II (iodine). Solvent: C(C)(=O)OCC (ethyl acetate), CO (methanol). Run at time 8 hour. Product: C(C)C1=C(N=C(N1)I)C=1C=NC=CC1 (5-ethyl-2-iodo-4-(3-pyridyl)imidazole). Isolated yield 67.6%. RXN SMILES: [CH2:1]([C:3]1[NH:7][CH:6]=[N:5][C:4]=1[C:8]1[CH:9]=[N:10][CH:11]=[CH:12][CH:13]=1)[CH3:2].C([O-])(=O)C.[K+].[I:19]I.O>CO.C(OCC)(=O)C>[CH2:1]([C:3]1[NH:7][C:6]([I:19])=[N:5][C:4]=1[C:8]1[CH:9]=[N:10][CH:11]=[CH:12][CH:13]=1)[CH3:2] |f:1.2|. Procedure: To a solution of 5-ethyl-4-(3-pyridyl)imidazole (1.50 g) and potassium acetate (2.55 g) in methanol (40 ml) was added iodine (2.86 g), and the mixture was stirred at room temperature overnight. To the reaction mixture were added water and ethyl acetate, and the organic layer was collected, washed with a saturated aqueous sodium thiosulfate solution and brine and dried over anhydrous sodium sulfate, and the solvent was removed under reduced pressure. The resulting residue was purified by NH silic... Starting materials: CC1=NN=C(O1)C(=O)NC(C)(C)C2=NC(=C(C(=O)N2C)O)C(=O)NCC=3C=CC(=CC3)F (Raltegravir), N(C)C[C@H](O)[C@@H](O)[C@H](O)[C@H](O)CO (Meglumine), C1CCOC1 (THF). Solvent: O (water). Yields the product CC1=NN=C(O1)C(=O)NC(C)(C)C2=NC(=C(C(=O)N2C)O)C(=O)NCC=3C=CC(=CC3)F.N(C)C[C@H](O)[C@@H](O)[C@H](O)[C@H](O)CO (Raltegravir Meglumine). Reaction SMILES: [CH3:1][C:2]1[O:6][C:5]([C:7]([NH:9][C:10]([C:13]2[N:19]([CH3:20])[C:17](=[O:18])[C:16]([OH:21])=[C:15]([C:22]([NH:24][CH2:25][C:26]3[CH:27]=[CH:28][C:29]([F:32])=[CH:30][CH:31]=3)=[O:23])[N:14]=2)([CH3:12])[CH3:11])=[O:8])=[N:4][N:3]=1.[NH:33]([CH2:35][C@@H:36]([C@H:38]([C@@H:40]([C@@H:42]([CH2:44][OH:45])[OH:43])[OH:41])[OH:39])[OH:37])[CH3:34].C1COCC1>O>[CH3:1][C:2]1[O:6][C:5]([C:7]([NH:9][C:10]([C:13]2[N:19]([CH3:20])[C:17](=[O:18])[C:16]([OH:21])=[C:15]([C:22]([NH:24][CH2:25][C:26]3[CH:27]=[CH:28][C:29]([F:32])=[CH:30][CH:31]=3)=[O:23])[N:14]=2)([CH3:12])[CH3:11])=[O:8])=[N:4][N:3]=1.[NH:33]([CH2:35][C@@H:36]([C@H:38]([C@@H:40]([C@@H:42]([CH2:44][OH:45])[OH:43])[OH:41])[OH:39])[OH:37])[CH3:34] |f:4.5|. Procedure details: A three necked round bottom flask (50 ml) was charged with Raltegravir free hydroxy (300 mg), Meglumine (132 mg), THF (15 mL) and water (7.5 mL) to obtain a mixture. The mixture was stirred at room temperature, yellow clear solution was obtained. The solution was evaporated and dried overnight in a vacuum oven at 60° C. The resulting product was characterised by XRPD. Reactants: COC(C=CC1=CC(=CC=2N=CN(C21)C2=CC=CC=C2)C(F)(F)F)=O (3-(3-phenyl-6-trifluoromethyl-3H-benzoimidazol-4-yl)acrylic acid methyl ester), CN1CCN(CC1)C(C=CC1=CC(=CC=2N=CN(C21)C2=CC=CC=C2)C(F)(F)F)=O (1-(4-methylpiperazin-1-yl)-3-(3-phenyl-6-trifluoromethyl-3H-benzimidazol-4-yl)prop-2-en-1-one). The product is C1(=CC=CC=C1)N1C=NC2=C1C(=CC(=C2)C(F)(F)F)C=CC(=O)NCCC (3-(3-Phenyl-6-trifluoromethyl-3H-benzimidazol-4-yl)-N-propylacrylamide). Reaction SMILES: C[O:2][C:3](=O)[CH:4]=[CH:5][C:6]1[C:14]2[N:13]([C:15]3[CH:20]=[CH:19][CH:18]=[CH:17][CH:16]=3)[CH:12]=[N:11][C:10]=2[CH:9]=[C:8]([C:21]([F:24])([F:23])[F:22])[CH:7]=1.CN1CC[N:30]([C:33](=O)[CH:34]=[CH:35]C2C3N(C4C=CC=CC=4)C=NC=3C=C(C(F)(F)F)C=2)CC1>>[C:15]1([N:13]2[C:14]3[C:6]([CH:5]=[CH:4][C:3]([NH:30][CH2:33][CH2:34][CH3:35])=[O:2])=[CH:7][C:8]([C:21]([F:22])([F:23])[F:24])=[CH:9][C:10]=3[N:11]=[CH:12]2)[CH:16]=[CH:17][CH:18]=[CH:19][CH:20]=1. Procedure: This was prepared from 3-(3-phenyl-6-trifluoromethyl-3H-benzoimidazol-4-yl)acrylic acid methyl ester in a similar manner to 1-(4-methylpiperazin-1-yl)-3-(3-phenyl-6-trifluoromethyl-3H-benzimidazol-4-yl)prop-2-en-1-one. The oily residue was purified by preparative LCMS to afford, after removal of the solvent, the title compound as a white solid (16 mg, 6%), m/z 374.0 (M+H)+. Reactants: COC(=O)C1C(N(C2=CC=C(C=C12)C1(OCCO1)C)CC)=O (1-ethyl-5-(2-methyl-[1,3]dioxolan-2-yl)-2-oxo-2,3-dihydro-1H-indole-3-carboxylic acid methyl ester), NC=1C=C(C(=O)NC2=CC=C(C=C2)Br)C=CC1 (3-amino-N-(4-bromo-phenyl)-benzamide). Product: BrC1=CC=C(C=C1)NC(=O)C=1C=C(C=CC1)NC(=O)C1C(N(C2=CC=C(C=C12)C(C)=O)CC)=O (5-Acetyl-1-ethyl-2-oxo-2,3-dihydro-1H-indole-3-carboxylic acid [3-(4-bromophenylcarbamoyl)-phenyl]-amide). RXN SMILES: CO[C:3]([CH:5]1[C:13]2[C:8](=[CH:9][CH:10]=[C:11]([C:14]3([CH3:19])[O:18]CCO3)[CH:12]=2)[N:7]([CH2:20][CH3:21])[C:6]1=[O:22])=[O:4].[NH2:23][C:24]1[CH:25]=[C:26]([CH:37]=[CH:38][CH:39]=1)[C:27]([NH:29][C:30]1[CH:35]=[CH:34][C:33]([Br:36])=[CH:32][CH:31]=1)=[O:28]>>[Br:36][C:33]1[CH:34]=[CH:35][C:30]([NH:29][C:27]([C:26]2[CH:25]=[C:24]([NH:23][C:3]([CH:5]3[C:13]4[C:8](=[CH:9][CH:10]=[C:11]([C:14](=[O:18])[CH3:19])[CH:12]=4)[N:7]([CH2:20][CH3:21])[C:6]3=[O:22])=[O:4])[CH:39]=[CH:38][CH:37]=2)=[O:28])=[CH:31][CH:32]=1. Procedure details: Prepared as in Example 1 from 1-ethyl-5-(2-methyl-[1,3]dioxolan-2-yl)-2-oxo-2,3-dihydro-1H-indole-3-carboxylic acid methyl ester and 3-amino-N-(4-bromo-phenyl)-benzamide. mp 117-120° C. Reactants: brominated acetylthiophene, BrC1=CC=C(S1)C(C)=O (1-(5-bromothiophen-2-yl)ethanone), C1(=CC=CC=C1)SC1=C(C=CC=C1)C=O (formyl phenyl phenyl sulfide), [OH-].[K+] (potassium hydroxide), CO (methanol). Reaction SMILES: [Br:1][C:2]1[S:6][C:5]([C:7](=[O:9])[CH3:8])=[CH:4][CH:3]=1.[C:10]1([S:16][C:17]2[CH:22]=[CH:21][CH:20]=[CH:19][C:18]=2C=O)[CH:15]=[CH:14][CH:13]=[CH:12][CH:11]=1.[OH-].[K+].[CH3:27]O>>[Br:1][C:2]1[S:6][C:5]([C:7](=[O:9])/[CH:8]=[CH:27]/[C:20]2[CH:19]=[CH:18][C:17]([S:16][C:10]3[CH:11]=[CH:12][CH:13]=[CH:14][CH:15]=3)=[CH:22][CH:21]=2)=[CH:4][CH:3]=1 |f:2.3|. Procedure: In FIG. 4, the synthesis scheme for PAG 16 is carried out as follows: A brominated acetylthiophene derivative, 1-(5-bromothiophen-2-yl)ethanone (14) is reacted with 4-(phenylthio)benzaldehyde (1) in the presence of methanol and potassium hydroxide at room temperature to form a precursor compound, (E)-1-(5-bromothiophen-2-yl)-3-(4-(phenylthio)phenyl)prop-2-en-1-one (15). The precursor compound (15) is exposed to microwave heating at 125° C. in the presence of diphenyliodonium hexafluoro phosphate... Yields the product BrC1=CC=C(S1)C(\C=C\C1=CC=C(C=C1)SC1=CC=CC=C1)=O ((E)-1-(5-bromothiophen-2-yl)-3-(4-(phenylthio)phenyl) prop-2-en-1-one).